Dataset: the Open Reaction Database (ORD), a public repository of structured organic reaction records. Task: describe an organic reaction: reactants, conditions, products, and yield Reactants: FC=1N=CC2=CC=C(C=C2C1)C(=O)OC (methyl 3-fluoroisoquinoline-6-carboxylate), [Li+].[OH-] (LiOH), Cl (HCl), [Li+].[OH-] (LiOH). The solvent is C1CCOC1 (THF), O (water), O (water). Run at time 2 hour. Product: FC=1N=CC2=CC=C(C=C2C1)C(=O)O (3-fluoroisoquinoline-6-carboxylic acid). Isolated yield 90.7%. Reaction SMILES: [F:1][C:2]1[N:3]=[CH:4][C:5]2[C:10]([CH:11]=1)=[CH:9][C:8]([C:12]([O:14]C)=[O:13])=[CH:7][CH:6]=2.[Li+].[OH-].Cl>C1COCC1.O>[F:1][C:2]1[N:3]=[CH:4][C:5]2[C:10]([CH:11]=1)=[CH:9][C:8]([C:12]([OH:14])=[O:13])=[CH:7][CH:6]=2 |f:1.2|. Procedure: A slurry of 88 (413 mg, 2.013 mmol) and LiOH (56 mg, 2.34 mmol) in THF (9.8 mL) and water (1.5 mL) was stirred at RT for 1.5 h. An additional 50 mg of LiOH was added (total: 106 mg, 4.43 mmol), and the reaction was stirred for an additional 2 h. The THF was removed on a rotary evaporator. The reaction mixture was suspended in water (10 mL) and treated with 10M HCl in water (0.604 mL, 6.04 mmol). A white cloudy precipitate was collected by vacuum filtration. The precipitate was washed with water ... Starting materials: [Li]CCCC, CN(C)S(=O)(=O)n1cnc2c(=O)n(COCc3ccccc3)ncc21, [Cl-], ClC(Cl)(Cl)C(Cl)(Cl)Cl, [NH4+], C1CCOC1. Yields the product CN(C)S(=O)(=O)n1c(Cl)nc2c(=O)n(COCc3ccccc3)ncc21. As a reaction SMILES: [CH2:1]([Li:2])[CH2:3][CH2:4][CH3:5].[CH3:6][N:7]([S:8](=[O:9])(=[O:10])[n:11]1[cH:12][n:13][c:14]2[c:15]1[cH:16][n:17][n:18]([CH2:21][O:22][CH2:23][c:24]1[cH:25][cH:26][cH:27][cH:28][cH:29]1)[c:19]2=[O:20])[CH3:30].[Cl-:39].[Cl:31][C:32]([C:33]([Cl:34])([Cl:35])[Cl:36])([Cl:37])[Cl:38].[NH4+:40].[O:41]1[CH2:42][CH2:43][CH2:44][CH2:45]1>>[CH3:6][N:7]([S:8](=[O:9])(=[O:10])[n:11]1[c:12]([Cl:31])[n:13][c:14]2[c:15]1[cH:16][n:17][n:18]([CH2:21][O:22][CH2:23][c:24]1[cH:25][cH:26][cH:27][cH:28][cH:29]1)[c:19]2=[O:20])[CH3:30].